This data is from the Open Reaction Database (ORD), a public repository of structured organic reaction records. The task is: describe an organic reaction: reactants, conditions, products, and yield The reactants are C1=C(C=CC2=CC=C(C=C12)C=1C2=CC=CC=C2C(=C2C=CC=CC12)Br)C1=CC2=CC=CC=C2C=C1 (9-([2,2′-binaphthalen]-7-yl)-10-bromoanthracene), C1=CC=CC=2C3=CC=CC=C3C(=CC12)B(O)O (phenanthren-9-ylboronic acid), P(=O)([O-])([O-])[O-].[K+].[K+].[K+] (potassium phosphate), C1(=CC=CC=C1)C (toluene). The reagents and catalysts are C(C)(=O)[O-].[Pd+2].C(C)(=O)[O-] (palladium acetate), C1(CCCCC1)P(C1=C(C=CC=C1)C1=C(C=CC=C1OC)OC)C1CCCCC1 (2-dicyclohexylphosphino-2′,6′-dimethoxybiphenyl). Run in C(C)O (ethanol), O (water). The product is C1=C(C=CC2=CC=C(C=C12)C=1C2=CC=CC=C2C(=C2C=CC=CC12)C=1C2=CC=CC=C2C=2C=CC=CC2C1)C1=CC2=CC=CC=C2C=C1 (9-([2,2′-binaphthalen]-7-yl)-10-(phenanthren-9-yl)anthracene). Yield: 29.4%. RXN SMILES: [CH:1]1[C:10]2[C:5](=[CH:6][CH:7]=[C:8]([C:11]3[C:12]4[C:17]([C:18](Br)=[C:19]5[C:24]=3[CH:23]=[CH:22][CH:21]=[CH:20]5)=[CH:16][CH:15]=[CH:14][CH:13]=4)[CH:9]=2)[CH:4]=[CH:3][C:2]=1[C:26]1[CH:35]=[CH:34][C:33]2[C:28](=[CH:29][CH:30]=[CH:31][CH:32]=2)[CH:27]=1.[CH:36]1[C:49]2[CH:48]=[C:47](B(O)O)[C:46]3[C:41](=[CH:42][CH:43]=[CH:44][CH:45]=3)[C:40]=2[CH:39]=[CH:38][CH:37]=1.P([O-])([O-])([O-])=O.[K+].[K+].[K+].C1(C)C=CC=CC=1>C([O-])(=O)C.[Pd+2].C([O-])(=O)C.C1(P(C2CCCCC2)C2C=CC=CC=2C2C(OC)=CC=CC=2OC)CCCCC1.O.C(O)C>[CH:1]1[C:10]2[C:5](=[CH:6][CH:7]=[C:8]([C:11]3[C:12]4[C:17]([C:18]([C:48]5[C:49]6[C:40]([C:41]7[CH:42]=[CH:43][CH:44]=[CH:45][C:46]=7[CH:47]=5)=[CH:39][CH:38]=[CH:37][CH:36]=6)=[C:19]5[C:24]=3[CH:23]=[CH:22][CH:21]=[CH:20]5)=[CH:16][CH:15]=[CH:14][CH:13]=4)[CH:9]=2)[CH:4]=[CH:3][C:2]=1[C:26]1[CH:35]=[CH:34][C:33]2[C:28](=[CH:29][CH:30]=[CH:31][CH:32]=2)[CH:27]=1 |f:2.3.4.5,7.8.9|. Procedure details: Under the nitrogen atmosphere, [9-([2,2′-binaphthalen]-7-yl)-10-bromoanthracene (2.0 g) as the tenth intermediate compound, phenanthren-9-ylboronic acid (1.1 g), palladium acetate (Pd (OAc)2) (0.06 g), 2-dicyclohexylphosphino-2′,6′-dimethoxybiphenyl (SPhos, manufactured by Aldrich Company) (0.02 g), potassium phosphate (1.7 g), and a mixture solvent (10 ml) of toluene and ethanol (toluene/ethanol=4/1 (volume ratio)) were added to a flask and refluxed for 10 hours. Once the heating is completed, ... The reactants are CC(=O)C1=CC=C(C=C1)[N+](=O)[O-] (4-nitroacetophenone), [BH4-].[Na+] (sodium borohydride), C=CC1=CC=C(C=C1)O (poly(4-hydroxystyrene)), ClC(=O)OC(Cl)(Cl)Cl (trichloromethyl chloroformate), [N+](=O)([O-])C1=CC=C(C=C1)C(C)O (1-(4-nitrophenyl)ethanol). Run in C(C)O (ethanol). The product is [N+](=O)([O-])C1=CC=C(C=C1)C(C)OC(=O)OC=CC1=CC=CC=C1 (1-(4-nitrophenyl)ethyloxycarbonyloxystyrene), [N+](=O)([O-])C1=CC=C(C=C1)C(C)O (1-(4-nitrophenyl)ethanol). RXN SMILES: [CH2:1]=[CH:2][C:3]1[CH:8]=[CH:7][C:6](O)=[CH:5][CH:4]=1.Cl[C:11]([O:13]C(Cl)(Cl)Cl)=[O:12].[N+:18]([C:21]1[CH:26]=[CH:25][C:24]([CH:27]([OH:29])[CH3:28])=[CH:23][CH:22]=1)([O-:20])=[O:19].[CH3:30][C:31]([C:33]1[CH:38]=[CH:37][C:36]([N+:39]([O-:41])=[O:40])=[CH:35][CH:34]=1)=[O:32].[BH4-].[Na+]>C(O)C>[N+:18]([C:21]1[CH:22]=[CH:23][C:24]([CH:27]([O:29][C:11]([O:13][CH:1]=[CH:2][C:3]2[CH:8]=[CH:7][CH:6]=[CH:5][CH:4]=2)=[O:12])[CH3:28])=[CH:25][CH:26]=1)([O-:20])=[O:19].[N+:39]([C:36]1[CH:35]=[CH:34][C:33]([CH:31]([OH:32])[CH3:30])=[CH:38][CH:37]=1)([O-:41])=[O:40] |f:4.5|. Procedure: Poly(4-(1-(4-nitrophenyl)ethyloxycarbonyloxystyrene (FIG. 7A) was prepared from poly(4-hydroxystyrene), available from the Maruzen Oil Company, by treatment with trichloromethyl chloroformate and 1-(4-nitrophenyl)ethanol. Specifically, a solution of 4-nitroacetophenone in ethanol was treated with sodium borohydride at about 0° C. for about 4 hours, then quenched by the addition of water. Extraction with ethyl acetate followed by drying and concentration provided crude 1-(4-nitrophenyl)ethanol, w... Starting materials: Cc1cc(Cl)n(C)n1, O=[N+]([O-])O, O=S(=O)(O)O. Product: Cc1nn(C)c(Cl)c1[N+](=O)[O-]. Reaction SMILES: [Cl:6][c:7]1[cH:8][c:9]([CH3:13])[n:10][n:11]1[CH3:12].[OH:14][N+:15]([O-:16])=[O:17].[S:1](=[O:2])(=[O:3])([OH:4])[OH:5]>>[Cl:6][c:7]1[c:8]([N+:15](=[O:14])[O-:16])[c:9]([CH3:13])[n:10][n:11]1[CH3:12]. As a reaction SMILES: [PH3:1].[Br:2][C:3]1[CH:10]=[CH:9][C:6]([CH2:7]Br)=[CH:5][CH:4]=1.P(=O)(O)(O)O.[C:16]1([CH3:22])[CH:21]=[CH:20][CH:19]=[CH:18][CH:17]=1>>[Br-:2].[Br:2][C:3]1[CH:10]=[CH:9][C:6]([CH2:7][P+:1]([C:3]2[CH:10]=[CH:9][C:6]([CH3:7])=[CH:5][CH:4]=2)([C:19]2[CH:20]=[CH:21][C:16]([CH3:22])=[CH:17][CH:18]=2)[C:19]2[CH:20]=[CH:21][C:16]([CH3:22])=[CH:17][CH:18]=2)=[CH:5][CH:4]=1 |f:4.5|. Run at temperature 30 celsius. Starting materials: BrC1=CC=C(CBr)C=C1 (4-bromobenzyl bromide), P (phosphine), C1(=CC=CC=C1)C (toluene), P(O)(O)(O)=O (phosphoric acid). Procedure details: Into a 50 milliliter glass reactor equipped with a thermometer connected to a temperature controller, a heating mantle, a condenser and a magnetic stirring bar, is charged 5.04 gms (0.0166 mole) of trip-p-toly phosphine and 25 gms of toluene. The slurry is heated to 30° C. then 4.6 gms (0.0184 mole) of 4-bromobenzyl bromide is added. This reaction mass is heated to 100° C. and maintained at that temperature for 3.5 hours, then cooled to 29° C. and the resulting phosphonium salt collected by filt... Product: [Br-].BrC1=CC=C(C[P+](C2=CC=C(C=C2)C)(C2=CC=C(C=C2)C)C2=CC=C(C=C2)C)C=C1 (4-bromobenzyltri-p-tolyl phosphonium bromide). The reactants are CN(C)c1ccc2c(c1)Oc1c(ccc3cc(O)ccc13)C21OC(=O)c2cc(C(=O)O)ccc21, CC(=O)[O-], CC(=O)OC(C)=O, O. Yields the product CC(=O)Oc1ccc2c3c(ccc2c1)C1(OC(=O)c2cc(C(=O)O)ccc21)c1ccc(N(C)C)cc1O3. As a reaction SMILES: [C:5](=[O:6])([OH:7])[c:8]1[cH:9][c:10]2[c:35]([cH:36][cH:37]1)[C:13]1([O:12][C:11]2=[O:38])[c:14]2[cH:15][cH:16][c:17]([N:32]([CH3:33])[CH3:34])[cH:18][c:19]2[O:20][c:21]2[c:22]3[c:23]([cH:24][cH:25][c:26]21)[cH:27][c:28]([OH:31])[cH:29][cH:30]3.[CH3:1][C:2]([O-:3])=[O:4].[CH3:39][C:40]([O:41][C:42](=[O:43])[CH3:44])=[O:45].[OH2:46]>>[CH3:1][C:2]([O:3][c:28]1[cH:27][c:23]2[c:22]([c:21]3[c:26]([cH:25][cH:24]2)[C:13]2([O:12][C:11](=[O:38])[c:10]4[cH:9][c:8]([C:5](=[O:6])[OH:7])[cH:37][cH:36][c:35]42)[c:14]2[cH:15][cH:16][c:17]([N:32]([CH3:33])[CH3:34])[cH:18][c:19]2[O:20]3)[cH:30][cH:29]1)=[O:4]. Reactants: C[Si](Cl)(C)C (trimethylchlorosilane), C(C1=CC=CC=C1)=NC1=CC=CC=C1 (benzalaniline), N (ammonia), BrCC(=O)OC (methyl bromoacetate). The reagents and catalysts are [Zn] (zinc). Solvent: C(C)(=O)OC(C)C (isopropyl acetate), C(C)(=O)OC(C)C (isopropyl acetate), C(C)(=O)OC(C)C (isopropyl acetate). Run at temperature 60 celsius, time 15 minute. The product is C1(=CC=CC=C1)NC(CC(=O)OC)C1=CC=CC=C1 (Methyl 3-(N-Phenylamino)-3-phenylpropionate). As a reaction SMILES: C[Si](C)(C)Cl.Br[CH2:7][C:8]([O:10][CH3:11])=[O:9].[CH:12](=[N:19][C:20]1[CH:25]=[CH:24][CH:23]=[CH:22][CH:21]=1)[C:13]1[CH:18]=[CH:17][CH:16]=[CH:15][CH:14]=1.N>C(OC(C)C)(=O)C.[Zn]>[C:20]1([NH:19][CH:12]([C:13]2[CH:14]=[CH:15][CH:16]=[CH:17][CH:18]=2)[CH2:7][C:8]([O:10][CH3:11])=[O:9])[CH:21]=[CH:22][CH:23]=[CH:24][CH:25]=1. Procedure details: At room temperature, a three-neck flask equipped with a reflux condenser, internal thermometer, dropping funnel and stirrer under nitrogen protective gas was initially charged with 7.6 g of zinc powder (116 mmol) in 45 ml of isopropyl acetate. After 1.83 ml of trimethylchlorosilane (14.4 mmol) had been added, the mixture was heated to 60° C. for 15 min, then allowed to cool to 55° C. and 16.3 g of undiluted methyl bromoacetate (107 mmol) were subsequently added dropwise within 5 min, and the tem...